Task: describe an organic reaction: reactants, conditions, products, and yield. Dataset: the Open Reaction Database (ORD), a public repository of structured organic reaction records Reaction SMILES: [Cl:1][C:2]1[CH:7]=[CH:6][CH:5]=[C:4]([F:8])[C:3]=1[C:9]1[C:13]([NH2:14])=[C:12]([C:15]2[C:16]([C:27]([F:30])([F:29])[F:28])=[N:17][N:18]([C:20]3[CH:25]=[CH:24][CH:23]=[C:22]([F:26])[CH:21]=3)[CH:19]=2)[O:11][N:10]=1.[C:31](O)(=[O:33])C>>[Cl:1][C:2]1[CH:7]=[CH:6][CH:5]=[C:4]([F:8])[C:3]=1[C:9]1[C:13]([NH:14][CH:31]=[O:33])=[C:12]([C:15]2[C:16]([C:27]([F:29])([F:30])[F:28])=[N:17][N:18]([C:20]3[CH:25]=[CH:24][CH:23]=[C:22]([F:26])[CH:21]=3)[CH:19]=2)[O:11][N:10]=1. Isolated yield 36.2%. Reaction conditions: time 1 hour. Yields the product ClC1=C(C(=CC=C1)F)C1=NOC(=C1NC=O)C=1C(=NN(C1)C1=CC(=CC=C1)F)C(F)(F)F (3-(2-chloro-6-fluorophenyl)-5-[1-(3-fluorophenyl)-3-(trifluoromethyl)-1H-pyrazol-4-yl]isoxazol-4-ylformamide). Procedure details: A solution of 130 mg (0.295 mmol) 3-(2-chloro-6-fluorophenyl)-5-[1-(3-fluorophenyl)-3-(trifluoromethyl)-1H-pyrazol-4-yl]isoxazol-4-amine (example I-117) in a mixture of 1847 mg (17.4 mmol) trimethylorthoether and 1660 mg (27.7 mmol) acetic acid was stirred at r.t. for 1 h. The suspension was filtered, and the obtained white solid salts were washed on the filter with hexane. Filtrates were combined and evaporated to dryness. The residue was treated by hexane, and the extract was purified by CC on... Reactants: ClC1=C(C(=CC=C1)F)C1=NOC(=C1N)C=1C(=NN(C1)C1=CC(=CC=C1)F)C(F)(F)F (3-(2-chloro-6-fluorophenyl)-5-[1-(3-fluorophenyl)-3-(trifluoromethyl)-1H-pyrazol-4-yl]isoxazol-4-amine), C(C)(=O)O (acetic acid). Starting materials: ClC=1N=CC2=C(N1)NC=C2 (2-chloro-7H-pyrrolo[2,3-d]pyrimidine), BrC1=CC(=C(CN2CCOCC2)C(=C1)F)F (4-(4-bromo-2,6-difluoro-benzyl)-morpholine), [O-]P(=O)([O-])[O-].[K+].[K+].[K+] (K3PO4), N[C@H]1[C@@H](CCCC1)N (trans-1,2-diaminocyclohexane). Reagents/catalysts: [Cu]I (CuI). The solvent is O1CCOCC1 (1,4-dioxane). Reaction conditions: temperature 110 celsius. Product: ClC=1N=CC2=C(N1)N(C=C2)C2=CC(=C(C(=C2)F)CN2CCOCC2)F (2-Chloro-7-(3,5-difluoro-4-morpholin-4-ylmethyl-phenyl)-7H-pyrrolo[2,3-d]pyrimidine). RXN SMILES: [Cl:1][C:2]1[N:3]=[CH:4][C:5]2[CH:10]=[CH:9][NH:8][C:6]=2[N:7]=1.Br[C:12]1[CH:24]=[C:23]([F:25])[C:15]([CH2:16][N:17]2[CH2:22][CH2:21][O:20][CH2:19][CH2:18]2)=[C:14]([F:26])[CH:13]=1.[O-]P([O-])([O-])=O.[K+].[K+].[K+].N[C@@H]1CCCC[C@H]1N>O1CCOCC1.[Cu]I>[Cl:1][C:2]1[N:3]=[CH:4][C:5]2[CH:10]=[CH:9][N:8]([C:12]3[CH:13]=[C:14]([F:26])[C:15]([CH2:16][N:17]4[CH2:22][CH2:21][O:20][CH2:19][CH2:18]4)=[C:23]([F:25])[CH:24]=3)[C:6]=2[N:7]=1 |f:2.3.4.5|. Procedure: In a sealed tube, 2-chloro-7H-pyrrolo[2,3-d]pyrimidine (200 mg, 1.24 mmol), 4-(4-bromo-2,6-difluoro-benzyl)-morpholine (418 mg, 1.36 mmol), CuI (72.1 mg, 0.371 mmol), and K3PO4 (804 mg, 3.71 mmol) are suspended in 1,4-dioxane (8 mL). Then, trans-1,2-diaminocyclohexane (45.0 μL, 0.371 mmol) is added at rt. The reaction vial is flushed with Ar and the mixture is heated to 110° C. for 5 h. After cooling to rt, the reaction mixture is diluted with EtOAc and the organic layer is washed with saturated...